describe an organic reaction: reactants, conditions, products, and yield From a dataset of the Open Reaction Database (ORD), a public repository of structured organic reaction records. Starting materials: C(C)N(C1=CC=CC=C1)C (N-ethyl-N-methylaniline), RuCl3-nH2O, [C-]#N.[Na+] (sodium cyanide), mixed solvent, CO.C(C)(=O)O (methanol acetic acid), O=O (oxygen), O=O (oxygen), C([O-])(O)=O.[Na+] (sodium bicarbonate), O=O (oxygen). Reaction conditions: temperature 60 celsius, time 24 hour. Product: N-phenyl-N-ethylaminoacetonitrile, CN(C1=CC=CC=C1)C(C#N)C (2-(N-methyl-N-phenylamino)propionitrile). As a reaction SMILES: [CH2:1]([N:3](C)[C:4]1[CH:9]=[CH:8][CH:7]=[CH:6][CH:5]=1)C.[C-:11]#[N:12].[Na+].O=O.C(=O)(O)[O-].[Na+].CO.[C:23](O)(=O)[CH3:24]>>[CH3:1][N:3]([CH:23]([CH3:24])[C:11]#[N:12])[C:4]1[CH:9]=[CH:8][CH:7]=[CH:6][CH:5]=1 |f:1.2,4.5,6.7|. Procedure: N-ethyl-N-methylaniline (1 mmol), RuCl3-nH2O (0.05 mmol) and sodium cyanide (1.2 mmol) were charged into a 25-ml side-arm flask, the interior of the reacting container was replaced by oxygen, and an oxygen balloon was attached to supply oxygen at 1 atm. Then, 1.7 ml of a mixed solvent of methanol-acetic acid (volume ratio 3/1) was added thereto at room temperature. Reaction was effected by stirring the mixed liquid at 60° C. for 24 hours. After the reaction mixture liquid was made alkaline with ... Reactants: C(C)(=S)[O-].[K+] (potassium thioacetate), [N+](=O)([O-])C1=CC=CC=C1 (nitrobenzene), CN(C)C=O (DMF). Run in [Cl-].[Na+].O (brine). Run at temperature 130 celsius, time 2 hour. Yields the product C(C)(=O)NC1=CC=CC=C1 (acetanilide). Yield: 82.2%. RXN SMILES: [C:1]([O-:4])(=S)[CH3:2].[K+].[N+:6]([C:9]1[CH:14]=[CH:13][CH:12]=[CH:11][CH:10]=1)([O-])=O.CN(C=O)C>[Cl-].[Na+].O>[C:1]([NH:6][C:9]1[CH:14]=[CH:13][CH:12]=[CH:11][CH:10]=1)(=[O:4])[CH3:2] |f:0.1,4.5.6|. Procedure details: Generally, the procedure is as follows: under nitrogen gas, a stirred mixture of potassium thioacetate (e.g., about 3.71 g, 32.5 mmol), nitrobenzene (e.g., about 1 g, 8.1 mmol) and DMF (e.g., about 2.0 ml) is heated at about 130° C. After two hours, the reaction mixture is cooled to room temperature, brine (e.g., about 2 ml) is added and the resulting mixture is extracted with tert-butyl methyl ether (e.g., about 2×15 ml). The combined organic layer is washed with brine (e.g., about 2×4 ml) to r...